From a dataset of the Open Reaction Database (ORD), a public repository of structured organic reaction records. describe an organic reaction: reactants, conditions, products, and yield Reactants: BrC1=C(C(=O)OCC)C=CC=C1 (ethyl 2-bromobenzoate), ClC1=CC=CC(=N1)C (6-chloro-2-picoline). Product: BrC1=C(C=CC=C1)C(CC1=NC(=CC=C1)Cl)=O (1-(2-bromophenyl)-2-(6-chloro-2-pyridinyl)ethanone). The yield is 77.0%. As a reaction SMILES: [Br:1][C:2]1[CH:12]=[CH:11][CH:10]=[CH:9][C:3]=1[C:4]([O:6]CC)=O.[Cl:13][C:14]1[N:19]=[C:18]([CH3:20])[CH:17]=[CH:16][CH:15]=1>>[Br:1][C:2]1[CH:12]=[CH:11][CH:10]=[CH:9][C:3]=1[C:4](=[O:6])[CH2:20][C:18]1[CH:17]=[CH:16][CH:15]=[C:14]([Cl:13])[N:19]=1. Procedure details: In a similar manner as described in Example 1 from ethyl 2-bromobenzoate (50.0 g, 218 mmol) and 6-chloro-2-picoline (24 mL, 218 mmol), 1-(2-bromophenyl)-2-(6-chloro-2-pyridinyl)ethanone (52.4 9, 77%) was obtained as a yellow solid. 1H NMR (CDCl3): δ 7.53 (d, 1 H), 7.45 (d, 1 H), 7.25 (d, 1 H), 7.05 (d, 1 H), 6.97 (d, 1 H), 6.67 (d, 1H), 6.53 (d, 1H), 5.28 (s, 1H); MS m/z 310 (M+1). Reaction SMILES: [N:1]1[CH:6]=[CH:5][C:4]([CH2:7][C:8]2[C:9](=[O:16])[NH:10][C:11](SC)=[N:12][CH:13]=2)=[CH:3][CH:2]=1.[S:17]1[CH:21]=[CH:20][N:19]=[C:18]1[CH2:22][S:23][CH2:24][CH2:25][NH2:26]>>[S:17]1[CH:21]=[CH:20][N:19]=[C:18]1[CH2:22][S:23][CH2:24][CH2:25][NH:26][C:11]1[NH:10][C:9](=[O:16])[C:8]([CH2:7][C:4]2[CH:3]=[CH:2][N:1]=[CH:6][CH:5]=2)=[CH:13][N:12]=1. Yields the product S1C(=NC=C1)CSCCNC1=NC=C(C(N1)=O)CC1=CC=NC=C1 (2-[2-(2-thiazolylmethylthio)ethylamino]-5-(4-pyridylmethyl)-4-pyrimidone). Procedure details: An intimate mixture of 5-(4-pyridylmethyl)-2-methylthio-4-pyrimidone (1.55 g) and 2-(2-thiazolylmethylthio)ethylamine (1.16 g) was heated at 135°-140° with frequent stirring. After cooling, the reaction mixture was triturated under water to give 2-[2-(2-thiazolylmethylthio)ethylamino]-5-(4-pyridylmethyl)-4-pyrimidone. This product was acidified with dilute ethanolic hydrogen chloride, evaporated to dryness and the residue recrystallised from methanol to give the title compound m.p. 190°-195°. Reactants: N1=CC=C(C=C1)CC=1C(NC(=NC1)SC)=O (5-(4-pyridylmethyl)-2-methylthio-4-pyrimidone), S1C(=NC=C1)CSCCN (2-(2-thiazolylmethylthio)ethylamine). Starting materials: C1(C=2C(C(N1CC(=O)N1C3=C(NC(C4C1CCC4)=O)C=CC=C3)=O)=CC=CC2)=O (4-(phthalimidoacetyl)-2,3,3a,4,9,10a-hexahydrobenzo[b]cyclopenta[e][1,4]diazepin-10(1H)-one), C([O-])([O-])=O.[K+].[K+] (potassium carbonate), C(Cl)(Cl)Cl (chloroform). Reagents/catalysts: [Cu]I (copper (I) iodide). Run in BrC1=CC=CC=C1 (bromobenzene). The product is C1(=CC=CC=C1)N1C2=C(N(C3C(C1=O)CCC3)C(CN3C(C=1C(C3=O)=CC=CC1)=O)=O)C=CC=C2 (9-Phenyl-4-(phthalimidoacetyl)-2,3,3a,4,9,10a-hexahydrobenzo[b]cyclopenta[e][1,4]diazepin-10(1H)-one). Isolated yield 126.0%. Reaction SMILES: [C:1]1(=[O:29])[N:5]([CH2:6][C:7]([N:9]2[CH:15]3[CH2:16][CH2:17][CH2:18][CH:14]3[C:13](=[O:19])[NH:12][C:11]3[CH:20]=[CH:21][CH:22]=[CH:23][C:10]2=3)=[O:8])[C:4](=[O:24])[C:3]2=[CH:25][CH:26]=[CH:27][CH:28]=[C:2]12.C(=O)([O-])[O-].[K+].[K+].C(Cl)(Cl)Cl>BrC1C=CC=CC=1.[Cu]I>[C:2]1([N:12]2[C:13](=[O:19])[CH:14]3[CH2:18][CH2:17][CH2:16][CH:15]3[N:9]([C:7](=[O:8])[CH2:6][N:5]3[C:4](=[O:24])[C:3]4=[CH:25][CH:26]=[CH:27][CH:28]=[C:2]4[C:1]3=[O:29])[C:10]3[CH:23]=[CH:22][CH:21]=[CH:20][C:11]2=3)[CH:3]=[CH:25][CH:26]=[CH:27][CH:28]=1 |f:1.2.3|. Reported procedure: To a suspension of 4-(phthalimidoacetyl)-2,3,3a,4,9,10a-hexahydrobenzo[b]cyclopenta[e][1,4]diazepin-10(1H)-one (584 mg, 1.5 mmol) and potassium carbonate (228 mg, 1.6 mmol) in bromobenzene (3 mL) was added copper (I) iodide (57 mg, 0.3 mmol), and the mixture was heated for 90 minutes under reflux. To the reaction mixture was added chloroform, which was subjected to filtration, and the filtrate was concentrated under reduced pressure. The concentrate was recrystallized from chloroform-ethanol-hex... The reactants are ClC=1C=CC2=C(N(CCO2)C=2SC3=C(N2)CC(CC3=O)(C)C)C1 (2-(6-Chloro-2,3-dihydrobenzo[1,4]oxazin-4-yl)-5,5-dimethyl-5,6-dihydro-4H-benzothiazol-7-one), NC=1C=NC=CC1 (3-aminopyridine), CC(C)([O-])C.[Na+] (sodium tert-butoxide). The reagents and catalysts are C(C)(=O)[O-].[Pd+2].C(C)(=O)[O-] (palladium(II) acetate). Solvent: C1CCOC1 (THF). The product is CC1(CC(C2=C(N=C(S2)N2CCOC3=C2C=C(C=C3)NC=3C=NC=CC3)C1)=O)C (5,5-Dimethyl-2-[6-(pyridin-3-ylamino)-2,3-dihydrobenzo[1,4]oxazin-4-yl]-5,6-dihydro-4H-benzothiazol-7-one). Isolated yield 8.8%. As a reaction SMILES: Cl[C:2]1[CH:3]=[CH:4][C:5]2[O:10][CH2:9][CH2:8][N:7]([C:11]3[S:12][C:13]4[C:19](=[O:20])[CH2:18][C:17]([CH3:22])([CH3:21])[CH2:16][C:14]=4[N:15]=3)[C:6]=2[CH:23]=1.[NH2:24][C:25]1[CH:26]=[N:27][CH:28]=[CH:29][CH:30]=1.CC(C)([O-])C.[Na+]>C1COCC1.C([O-])(=O)C.[Pd+2].C([O-])(=O)C>[CH3:21][C:17]1([CH3:22])[CH2:16][C:14]2[N:15]=[C:11]([N:7]3[C:6]4[CH:23]=[C:2]([NH:24][C:25]5[CH:26]=[N:27][CH:28]=[CH:29][CH:30]=5)[CH:3]=[CH:4][C:5]=4[O:10][CH2:9][CH2:8]3)[S:12][C:13]=2[C:19](=[O:20])[CH2:18]1 |f:2.3,5.6.7|. Reported procedure: A mixture of Example 7 (50 mg, 0.14 mmol), 3-aminopyridine (0.171 g, 1.8 mmol), sodium tert-butoxide (0.041 g, 0.43 mmol), palladium(II) acetate (0.158 g, 0.70 mmol) and (But)3PBF4 (0.225 g, 0.78 mmol) in THF (3 mL) was heated to 140° C. under microwave irradiation for 80 min. After cooling to r.t., the mixture was concentrated in vacuo. The crude material was purified by prep HPLC to give the title compound as an off-white solid (5 mg, 8.7%). δH (CDCl3) 1.16 (6H, s), 2.44 (2H, s), 2.78 (2H, s),... The reactants are CCOC(=O)C1=C(OCC)C(OCC)=NS1(=O)=O, ClCCl, CN([SiH](C)C)[Si](C)(C)C. Product: CCOC(=O)C1=C(N)C(OCC)=NS1(=O)=O. As a reaction SMILES: [CH2:1]([CH3:2])[O:3][C:4]1=[N:5][S:6](=[O:17])(=[O:18])[C:7]([C:12](=[O:13])[O:14][CH2:15][CH3:16])=[C:8]1[O:9][CH2:10][CH3:11].[CH2:28]([Cl:29])[Cl:30].[CH3:19][SiH:20]([N:21]([CH3:23])[Si:24]([CH3:25])([CH3:26])[CH3:27])[CH3:22]>>[CH2:1]([CH3:2])[O:3][C:4]1=[N:5][S:6](=[O:17])(=[O:18])[C:7]([C:12](=[O:13])[O:14][CH2:15][CH3:16])=[C:8]1[NH2:21]. Reactants: CO, Cl, [Na+], [OH-], O, OO, O=C1NC(=O)C(Cc2ccc(C(=O)C=Cc3ccccc3)cc2)S1. Yields the product O=C1NC(=O)C(Cc2ccc(C(=O)C3OC3c3ccccc3)cc2)S1. RXN SMILES: [CH3:30][OH:31].[ClH:29].[Na+:28].[OH-:27].[OH2:32].[OH:25][OH:26].[c:1]1([CH:7]=[CH:8][C:9](=[O:10])[c:11]2[cH:12][cH:13][c:14]([CH2:15][CH:16]3[C:17](=[O:22])[NH:18][C:19](=[O:21])[S:20]3)[cH:23][cH:24]2)[cH:2][cH:3][cH:4][cH:5][cH:6]1>>[c:1]1([CH:7]2[CH:8]([C:9](=[O:10])[c:11]3[cH:12][cH:13][c:14]([CH2:15][CH:16]4[C:17](=[O:22])[NH:18][C:19](=[O:21])[S:20]4)[cH:23][cH:24]3)[O:25]2)[cH:2][cH:3][cH:4][cH:5][cH:6]1. Reactants: CCO, Cl, CCCC(c1ccccc1N1CCCCC1)C(C(N)=O)c1ccc(C(=O)OCC)cc1, [Na+], [OH-]. Yields the product CCCC(c1ccccc1N1CCCCC1)C(C(N)=O)c1ccc(C(=O)O)cc1. Reaction SMILES: [CH3:35][CH2:36][OH:37].[ClH:34].[N:1]1([c:7]2[c:8]([CH:13]([CH2:14][CH2:15][CH3:16])[CH:17]([c:18]3[cH:19][cH:20][c:21]([C:22](=[O:23])[O:24][CH2:25][CH3:26])[cH:27][cH:28]3)[C:29](=[O:30])[NH2:31])[cH:9][cH:10][cH:11][cH:12]2)[CH2:2][CH2:3][CH2:4][CH2:5][CH2:6]1.[Na+:33].[OH-:32]>>[N:1]1([c:7]2[c:8]([CH:13]([CH2:14][CH2:15][CH3:16])[CH:17]([c:18]3[cH:19][cH:20][c:21]([C:22](=[O:23])[OH:24])[cH:27][cH:28]3)[C:29](=[O:30])[NH2:31])[cH:9][cH:10][cH:11][cH:12]2)[CH2:2][CH2:3][CH2:4][CH2:5][CH2:6]1.